Dataset: the Open Reaction Database (ORD), a public repository of structured organic reaction records. Task: describe an organic reaction: reactants, conditions, products, and yield Reactants: CCC1(O)CC(=O)OCc2c1cc1n(c2=O)Cc2cc3ccc(F)cc3nc2-1, O=CCCC(F)(F)F. Yields the product CCC1(O)CC(=O)OCc2c1cc1n(c2=O)Cc2c-1nc1cc(F)ccc1c2CCC(F)(F)F. Reaction SMILES: [CH2:1]([CH3:2])[C:3]1([OH:28])[CH2:4][C:5](=[O:27])[O:6][CH2:7][c:8]2[c:9](=[O:26])[n:10]3[c:23]([cH:24][c:25]21)-[c:13]1[c:12]([cH:21][c:20]2[c:15]([n:14]1)[cH:16][c:17]([F:22])[cH:18][cH:19]2)[CH2:11]3.[F:29][C:30]([CH2:31][CH2:32][CH:33]=[O:34])([F:35])[F:36]>>[CH2:1]([CH3:2])[C:3]1([OH:28])[CH2:4][C:5](=[O:27])[O:6][CH2:7][c:8]2[c:9](=[O:26])[n:10]3[c:23]([cH:24][c:25]21)-[c:13]1[c:12]([c:21]([CH2:32][CH2:31][C:30]([F:29])([F:35])[F:36])[c:20]2[c:15]([n:14]1)[cH:16][c:17]([F:22])[cH:18][cH:19]2)[CH2:11]3. Starting materials: ClCC1=NC=C(C(=C1C)OC)C (2-(Chloromethyl)-4-methoxy-3,5-dimethylpyridine), O.NN (hydrazine monohydrate). The solvent is CO (methanol). Conditions: time 30 minute. Yields the product Cl.COC1=C(C(=NC=C1C)CNN)C ([(4-Methoxy-3,5-dimethylpyridin-2-yl)methyl]-hydrazine hydrochloride). The yield is 68.0%. RXN SMILES: [Cl:1][CH2:2][C:3]1[C:8]([CH3:9])=[C:7]([O:10][CH3:11])[C:6]([CH3:12])=[CH:5][N:4]=1.O.[NH2:14][NH2:15]>CO>[ClH:1].[CH3:11][O:10][C:7]1[C:6]([CH3:12])=[CH:5][N:4]=[C:3]([CH2:2][NH:14][NH2:15])[C:8]=1[CH3:9] |f:1.2,4.5|. Procedure details: 2-(Chloromethyl)-4-methoxy-3,5-dimethylpyridine (125.95 g) was added to a mixture of hydrazine monohydrate (360 ml) and methanol (3.3 L) under cooling in an ice bath, and the mixture was stirred for 30 minutes. Then, the ice bath was removed and the mixture was heated with stirring at 60° C. for 2.5 hours. After cooling to room temperature, water (1.5 L) was added to the reaction mixture, and about 3.5 L of the solvent was evaporated under reduced pressure. A 2 N sodium hydroxide solution (1 L) ... Reactants: COC(C)(C)C, OB(O)c1ccc2c(c1F)Cc1c(F)cccc1-2, O, OO. The product is Oc1ccc2c(c1F)Cc1c(F)cccc1-2. RXN SMILES: [CH3:22][O:23][C:24]([CH3:25])([CH3:26])[CH3:27].[F:3][c:4]1[c:5]([B:18]([OH:19])[OH:20])[cH:6][cH:7][c:8]2[c:16]1[CH2:15][c:14]1[c:9]-2[cH:10][cH:11][cH:12][c:13]1[F:17].[OH2:21].[OH:1][OH:2]>>[OH:1][c:5]1[c:4]([F:3])[c:16]2[c:8]([cH:7][cH:6]1)-[c:9]1[cH:10][cH:11][cH:12][c:13]([F:17])[c:14]1[CH2:15]2. The reactants are ClCCl, CC(C)(C)OC(=O)N1CCC2(CC1)Oc1ncccc1-n1c(C(F)(F)F)ccc12, O=C(O)C(F)(F)F. Yields the product FC(F)(F)c1ccc2n1-c1cccnc1OC21CCNCC1. As a reaction SMILES: [Cl:37][CH2:38][Cl:39].[F:1][C:2]([c:3]1[cH:4][cH:5][c:6]2[n:7]1-[c:8]1[c:9]([n:24][cH:25][cH:26][cH:27]1)[O:10][C:11]21[CH2:12][CH2:13][N:14]([C:17]([O:18][C:19]([CH3:20])([CH3:21])[CH3:22])=[O:23])[CH2:15][CH2:16]1)([F:28])[F:29].[F:30][C:31]([F:32])([F:33])[C:34]([OH:35])=[O:36]>>[F:1][C:2]([c:3]1[cH:4][cH:5][c:6]2[n:7]1-[c:8]1[c:9]([n:24][cH:25][cH:26][cH:27]1)[O:10][C:11]21[CH2:12][CH2:13][NH:14][CH2:15][CH2:16]1)([F:28])[F:29]. Starting materials: BrC=1C(=C(C=CC1)CNC(OC(C)(C)C)=O)OC (1,1-Dimethylethyl {[3-bromo-2-(methyloxy)phenyl]methyl}carbamate), C1(CCCCC1)P(C1=C(C2=CC=CC=C2C=C1)C1=C(C=CC2=CC=CC=C12)OC)C1CCCCC1 (dicyclohexyl[2′-(methyloxy)-1,1′-binaphthalen-2-yl]phosphane), [O-]P(=O)([O-])[O-].[K+].[K+].[K+] (K3PO4), CC(C)(C)[Si](OCC=1C=C(C=CC1)B(O)O)(C)C ([3-({[(1,1-dimethylethyl)(dimethyl)silyl]oxy}methyl)phenyl]boronic acid). Reagents/catalysts: CC(=O)[O-].CC(=O)[O-].[Pd+2] (Pd(OAc)2). The solvent is O1CCOCC1 (dioxane). Run at temperature 80 celsius. The product is CC(C)(C)[Si](OCC=1C=C(C=CC1)C1=C(C(=CC=C1)CNC(OC(C)(C)C)=O)OC)(C)C (1,1-Dimethylethyl {[3′-({[(1,1-dimethylethyl)(dimethyl)silyl]oxy}methyl)-2-(methyloxy)-3-biphenylyl]methyl}carbamate). Yield: 72.0%. Reaction SMILES: Br[C:2]1[C:3]([O:17][CH3:18])=[C:4]([CH2:8][NH:9][C:10](=[O:16])[O:11][C:12]([CH3:15])([CH3:14])[CH3:13])[CH:5]=[CH:6][CH:7]=1.C1(P(C2CCCCC2)C2C=CC3C(=CC=CC=3)C=2C2C3C(=CC=CC=3)C=CC=2OC)CCCCC1.[O-]P([O-])([O-])=O.[K+].[K+].[K+].[CH3:62][C:63]([Si:66]([CH3:79])([CH3:78])[O:67][CH2:68][C:69]1[CH:70]=[C:71](B(O)O)[CH:72]=[CH:73][CH:74]=1)([CH3:65])[CH3:64]>O1CCOCC1.CC([O-])=O.CC([O-])=O.[Pd+2]>[CH3:65][C:63]([Si:66]([CH3:79])([CH3:78])[O:67][CH2:68][C:69]1[CH:70]=[C:71]([C:2]2[CH:7]=[CH:6][CH:5]=[C:4]([CH2:8][NH:9][C:10](=[O:16])[O:11][C:12]([CH3:15])([CH3:14])[CH3:13])[C:3]=2[O:17][CH3:18])[CH:72]=[CH:73][CH:74]=1)([CH3:62])[CH3:64] |f:2.3.4.5,8.9.10|. Reported procedure: 1,1-Dimethylethyl {[3-bromo-2-(methyloxy)phenyl]methyl}carbamate (5.2 g, 16.4 mmol), Pd(OAc)2 (110.4 mg, 0.49 mmol), dicyclohexyl[2′-(methyloxy)-1,1′-binaphthalen-2-yl]phosphane (317.2 mg, 0.66 mmol) and K3PO4 (4.2 g, 19.7 mmol) were dissolved in dioxane (60 mL). The mixture was heated at 80° C. for 30 min, and then [3-({[(1,1-dimethylethyl)(dimethyl)silyl]oxy}methyl)phenyl]boronic acid (5.2 g, 19.7 mmol) was added. The mixture reaction was stirred at reflux overnight. The solvent was removed un... Starting materials: CC1=CC=NC=2CCCCC12 (5,6,7,8-tetrahydro-4-methylquinoline), O=CC1=CC(OC)=C(O)C=C1 (vanillin), C(C)(=O)OC(C)=O (acetic anhydride). Reagents/catalysts: [Cl-].[Zn+2].[Cl-] (zinc chloride). Product: C(C)(=O)OC1=C(C=C(\C=C\2/CCCC=3C(=CC=NC23)C)C=C1)OC (E-8-(4-Acetoxy-3-methoxybenzylidene)-5,6,7,8-tetrahydro-4-methylquinoline). Reaction SMILES: [CH3:1][C:2]1[C:11]2[CH2:10][CH2:9][CH2:8][CH2:7][C:6]=2[N:5]=[CH:4][CH:3]=1.O=[CH:13][C:14]1[CH:22]=[CH:21][C:19]([OH:20])=[C:16]([O:17][CH3:18])[CH:15]=1.[C:23](OC(=O)C)(=[O:25])[CH3:24]>[Cl-].[Zn+2].[Cl-]>[C:23]([O:20][C:19]1[CH:21]=[CH:22][C:14](/[CH:13]=[C:7]2\[CH2:8][CH2:9][CH2:10][C:11]3[C:2]([CH3:1])=[CH:3][CH:4]=[N:5][C:6]\2=3)=[CH:15][C:16]=1[O:17][CH3:18])(=[O:25])[CH3:24] |f:3.4.5|. Procedure details: A mixture of 5,6,7,8-tetrahydro-4-methylquinoline (5.2 g), vanillin (5.37 g), zinc chloride (0.3 g) and acetic anhydride (50 ml) were refluxed under nitrogen for 16 hours. The solvent was removed by evaporation and the resulting residue was neutralised (Na2CO3) in the presence of ethyl acetate and was then extracted with ethyl acetate.